From a dataset of the Open Reaction Database (ORD), a public repository of structured organic reaction records. describe an organic reaction: reactants, conditions, products, and yield Starting materials: Amidine, C(C)(C)(C)C1=CC=C(C#N)C=C1 (4-t-butylbenzonitrile), CC1=C(N)C(=CC=C1)C (2,6-dimethylaniline), C(CCC)[Li] (butyllithium). Solvent: O (water). Reaction conditions: time 1 hour. The product is C(C)(C)(C)C1=CC=C(C(=N)NC2=C(C=CC=C2C)C)C=C1 (4-tert-butyl-N1-(2,6-dimethylphenyl)benzamidine). The yield is 79.8%. RXN SMILES: [CH3:1][C:2]1[CH:8]=[CH:7][CH:6]=[C:5]([CH3:9])[C:3]=1[NH2:4].C([Li])CCC.[C:15]([C:19]1[CH:26]=[CH:25][C:22]([C:23]#[N:24])=[CH:21][CH:20]=1)([CH3:18])([CH3:17])[CH3:16]>O>[C:15]([C:19]1[CH:20]=[CH:21][C:22]([C:23]([NH:4][C:3]2[C:5]([CH3:9])=[CH:6][CH:7]=[CH:8][C:2]=2[CH3:1])=[NH:24])=[CH:25][CH:26]=1)([CH3:18])([CH3:16])[CH3:17]. Procedure: Procedure as described for Amidine I using the following amounts: 6.15 mL of 2,6-dimethylaniline (50.0 mmol); 26.0 mL of 2.0 M butyllithium (52.0 mmol), 8.50 mL of 4-t-butylbenzonitrile (50.0 mmol). After refluxing overnight, the solution was red-orange. Addition of water yielded a yellow solution with suspended solid. Solution was filtered, taken to dryness, resuspended in 100 mL of pentane and stirred vigorously for 1 hour. The resulting white solid was filtered and dried in vacuo yielding 11.... Reactants: CCCN1CCC=C(c2ccc([N+](=O)[O-])c(C)c2)C1, CO, Cl[Fe](Cl)Cl, NN, O. Yields the product CCCN1CCC=C(c2ccc(N)c(C)c2)C1. As a reaction SMILES: [CH3:1][c:2]1[cH:3][c:4]([C:11]2=[CH:12][CH2:13][CH2:14][N:15]([CH2:17][CH2:18][CH3:19])[CH2:16]2)[cH:5][cH:6][c:7]1[N+:8]([O-:9])=[O:10].[CH3:23][OH:24].[Cl:25][Fe:26]([Cl:27])[Cl:28].[NH2:21][NH2:22].[OH2:20]>>[CH3:1][c:2]1[cH:3][c:4]([C:11]2=[CH:12][CH2:13][CH2:14][N:15]([CH2:17][CH2:18][CH3:19])[CH2:16]2)[cH:5][cH:6][c:7]1[NH2:8].